From a dataset of the Open Reaction Database (ORD), a public repository of structured organic reaction records. describe an organic reaction: reactants, conditions, products, and yield The reactants are COC=1C=C(C=CC1OC)CCN (3,4-dimethoxyphenylethylamine), C1(=CC=CC=C1)CC(=O)Cl (phenyl acetyl chloride). Yields the product COC=1C=C(C=CC1OC)CCNC(CC1=CC=CC=C1)=O (N-[2-(3,4-Dimethoxy-phenyl)-ethyl]-phenyl-acetamide). Reaction SMILES: [CH3:1][O:2][C:3]1[CH:4]=[C:5]([CH2:11][CH2:12][NH2:13])[CH:6]=[CH:7][C:8]=1[O:9][CH3:10].[C:14]1([CH2:20][C:21](Cl)=[O:22])[CH:19]=[CH:18][CH:17]=[CH:16][CH:15]=1>>[CH3:1][O:2][C:3]1[CH:4]=[C:5]([CH2:11][CH2:12][NH:13][C:21](=[O:22])[CH2:20][C:14]2[CH:19]=[CH:18][CH:17]=[CH:16][CH:15]=2)[CH:6]=[CH:7][C:8]=1[O:9][CH3:10]. Procedure: prepared by reaction of 3,4-dimethoxyphenylethylamine with phenyl acetyl chloride. The reactants are ClC=1N=NC=C2C1N(C(=C2C)C)CC=C (7-chloro-2,3-dimethyl-1-(2-propenyl)pyrrolo[2,3-d]pyridazine), FC(C1=CC=C(CO)C=C1)(F)F (4-trifluoromethylbenzyl alcohol). Yields the product CC1=C(C=2C(=C(N=NC2)OCC2=CC=C(C=C2)C(F)(F)F)N1CC=C)C (2,3-Dimethyl-1-(2-propenyl)-7-(4-trifluoromethylbenzyloxy)pyrrolo[2,3-d]pyridazine). Isolated yield 52.5%. As a reaction SMILES: Cl[C:2]1[N:3]=[N:4][CH:5]=[C:6]2[C:10]([CH3:11])=[C:9]([CH3:12])[N:8]([CH2:13][CH:14]=[CH2:15])[C:7]=12.[F:16][C:17]([F:27])([F:26])[C:18]1[CH:25]=[CH:24][C:21]([CH2:22][OH:23])=[CH:20][CH:19]=1>>[CH3:12][C:9]1[N:8]([CH2:13][CH:14]=[CH2:15])[C:7]2=[C:2]([O:23][CH2:22][C:21]3[CH:20]=[CH:19][C:18]([C:17]([F:16])([F:26])[F:27])=[CH:25][CH:24]=3)[N:3]=[N:4][CH:5]=[C:6]2[C:10]=1[CH3:11]. Procedure details: The title compound was prepared as pale yellow crystals in 52.5% yield in a similar procedure to that described in Example 1 by using 7-chloro-2,3-dimethyl-1-(2-propenyl)pyrrolo[2,3-d]pyridazine and 4-trifluoromethylbenzyl alcohol. As a reaction SMILES: [C:1]([O:2][C:3](=[O:4])[NH:7][CH:8]1[C:9]2([CH2:10][CH2:11][CH2:12][N:13]([CH2:15][c:16]3[cH:17][cH:18][c:19]([F:22])[cH:20][cH:21]3)[CH2:14]2)[CH2:23][CH2:24][CH2:25][CH2:26]1)([CH3:5])([CH3:6])[CH3:27].[Cl:37][CH2:38][Cl:39].[Na+:36].[OH-:35].[OH:28][C:29]([C:30]([F:31])([F:32])[F:33])=[O:34]>>[NH2:7][CH:8]1[C:9]2([CH2:10][CH2:11][CH2:12][N:13]([CH2:15][c:16]3[cH:17][cH:18][c:19]([F:22])[cH:20][cH:21]3)[CH2:14]2)[CH2:23][CH2:24][CH2:25][CH2:26]1. The reactants are CC(C)(C)OC(=O)NC1CCCCC12CCCN(Cc1ccc(F)cc1)C2, ClCCl, [Na+], [OH-], O=C(O)C(F)(F)F. Product: NC1CCCCC12CCCN(Cc1ccc(F)cc1)C2. The reactants are CN1N=NC(=C1)C=O (1-Methyl-1,2,3-triazol-4-carboxaldehyde), COC(=O)C=P(C1=CC=CC=C1)(C1=CC=CC=C1)C1=CC=CC=C1 (methoxycarbonylmethylene triphenylphosphorane). The solvent is ClCCl (dichloromethane). Reaction conditions: time 3.5 hour. Yields the product COC(\C=C\C=1N=NN(C1)C)=O (Methyl-(E)-3-(1-methyl-1,2,3-triazol-4-yl)acrylate). Isolated yield 212.7%. Reaction SMILES: [CH3:1][N:2]1[CH:6]=[C:5]([CH:7]=O)[N:4]=[N:3]1.[CH3:9][O:10][C:11]([CH:13]=P(C1C=CC=CC=1)(C1C=CC=CC=1)C1C=CC=CC=1)=[O:12]>ClCCl>[CH3:9][O:10][C:11](=[O:12])/[CH:13]=[CH:7]/[C:5]1[N:4]=[N:3][N:2]([CH3:1])[CH:6]=1. Procedure details: 1-Methyl-1,2,3-triazol-4-carboxaldehyde (1 g, 9 mmol) was added to a solution of methoxycarbonylmethylene triphenylphosphorane (4.5 g, 13.5 mmol) in dichloromethane (50 ml) and stirred at room temperature for 3.5 hours. The solvent was removed and the residue purified by silica gel chromatography to afford the title compound, (3.2 g). Reactants: Cl (hydrochloric acid), COC1=CC=C(CN(C2=NC=C(C=N2)C=2C3=C(N=C(N2)N2CCOCC2)NCC3)CC3=CC=C(C=C3)OC)C=C1 (bis-(4-methoxy-benzyl)-[5-(2-morpholin-4-yl-6,7-dihydro-5H-pyrrolo[2,3-d]pyrimidin-4-yl)-pyrimidin-2-yl]-amine), BrC1=C(C=C(C(=O)O)C=C1)F (4-bromo-3-fluorobenzoic acid), CC(C)C1=CC(=C(C(=C1)C(C)C)C2=C(C=CC=C2)P(C3CCCCC3)C4CCCCC4)C(C)C (X-Phos), P(=O)([O-])([O-])[O-].[K+].[K+].[K+] (potassium phosphate). Reagents/catalysts: C=1C=CC(=CC1)/C=C/C(=O)/C=C/C2=CC=CC=C2.C=1C=CC(=CC1)/C=C/C(=O)/C=C/C2=CC=CC=C2.C=1C=CC(=CC1)/C=C/C(=O)/C=C/C2=CC=CC=C2.[Pd].[Pd] (tris(dibenzylideneacetone)dipalladium). The solvent is O (water), CN(C=O)C (dimethylformamide). Conditions: temperature 100 celsius, time 24 hour. Product: COC1=CC=C(CN(C2=NC=C(C=N2)C=2C3=C(N=C(N2)N2CCOCC2)N(CC3)C3=C(C=C(C(=O)O)C=C3)F)CC3=CC=C(C=C3)OC)C=C1 (4-(4-{2-[bis-(4-methoxy-benzyl)-amino]-pyrimidin-5-yl}-2-morpholin-4-yl-5,6-dihydro-pyrrolo[2,3-d]pyrimidin-7-yl)-3-fluoro-benzoic acid), solid. The yield is 77.0%. Reaction SMILES: [CH3:1][O:2][C:3]1[CH:40]=[CH:39][C:6]([CH2:7][N:8]([CH2:30][C:31]2[CH:36]=[CH:35][C:34]([O:37][CH3:38])=[CH:33][CH:32]=2)[C:9]2[N:14]=[CH:13][C:12]([C:15]3[C:16]4[CH2:29][CH2:28][NH:27][C:17]=4[N:18]=[C:19]([N:21]4[CH2:26][CH2:25][O:24][CH2:23][CH2:22]4)[N:20]=3)=[CH:11][N:10]=2)=[CH:5][CH:4]=1.Br[C:42]1[CH:50]=[CH:49][C:45]([C:46]([OH:48])=[O:47])=[CH:44][C:43]=1[F:51].CC(C1C=C(C(C)C)C(C2C=CC=CC=2P(C2CCCCC2)C2CCCCC2)=C(C(C)C)C=1)C.P([O-])([O-])([O-])=O.[K+].[K+].[K+].Cl>C1C=CC(/C=C/C(/C=C/C2C=CC=CC=2)=O)=CC=1.C1C=CC(/C=C/C(/C=C/C2C=CC=CC=2)=O)=CC=1.C1C=CC(/C=C/C(/C=C/C2C=CC=CC=2)=O)=CC=1.[Pd].[Pd].O.CN(C)C=O>[CH3:38][O:37][C:34]1[CH:33]=[CH:32][C:31]([CH2:30][N:8]([CH2:7][C:6]2[CH:5]=[CH:4][C:3]([O:2][CH3:1])=[CH:40][CH:39]=2)[C:9]2[N:10]=[CH:11][C:12]([C:15]3[C:16]4[CH2:29][CH2:28][N:27]([C:42]5[CH:50]=[CH:49][C:45]([C:46]([OH:48])=[O:47])=[CH:44][C:43]=5[F:51])[C:17]=4[N:18]=[C:19]([N:21]4[CH2:26][CH2:25][O:24][CH2:23][CH2:22]4)[N:20]=3)=[CH:13][N:14]=2)=[CH:36][CH:35]=1 |f:3.4.5.6,8.9.10.11.12|. Procedure: A dimethylformamide solution (15 ml) of bis-(4-methoxy-benzyl)-[5-(2-morpholin-4-yl-6,7-dihydro-5H-pyrrolo[2,3-d]pyrimidin-4-yl)-pyrimidin-2-yl]-amine (700 mg, 1.30 mmol), 4-bromo-3-fluorobenzoic acid (341 mg, 1.56 mmol), tris(dibenzylideneacetone)dipalladium (29.7 mg, 0.0324 mmol), X-Phos (61.8 mg, 0.130 mmol) and potassium phosphate (881 mg, 4.15 mmol) was degassed under ultrasonic irradiation, followed by stirring at 100° C. for 24 hours under a nitrogen atmosphere. After the reaction mixture... The reactants are S1NC=NC2=C1C=CC=C2 (1,2,4-benzothiadiazine), ClC=1C(=CC2=C(N=CNS2(=O)=O)C1)S (6-chloro-7-mercapto-1,2,4-benzothiadiazine-1,1-dioxide). The product is S(N)(=O)(=O)C1=C(N)C=C(C(=C1)S)Cl (2-sulfamoyl-4-mercapto-5-chloroaniline). Reaction SMILES: S1C2C=CC=CC=2N=CN1.[Cl:11][C:12]1[C:13]([SH:24])=[CH:14][C:15]2[S:20](=[O:22])(=[O:21])[NH:19]C=[N:17][C:16]=2[CH:23]=1>>[S:20]([C:15]1[CH:14]=[C:13]([SH:24])[C:12]([Cl:11])=[CH:23][C:16]=1[NH2:17])(=[O:21])(=[O:22])[NH2:19]. Procedure details: By replacing the 1,2,4-benzothiadiazine derivative employed in Step A-1 by an equivalent quantity of 6-chloro-7-mercapto-1,2,4-benzothiadiazine-1,1-dioxide and following substantially the same procedure described in Step A-1 there is obtained 2-sulfamoyl-4-mercapto-5-chloroaniline, m.p. 192°-195° C. Starting materials: BrC1=CC(=CC=C1)Br (1,3-dibromobenzene), [Mg] (magnesium), C1(CCCC2=CC=CC=C12)=O (1-tetralone), [Mg] (magnesium). Run in C(C)OCC (diethyl ether), C(C)OCC (diethyl ether). Product: BrC=1C=C(C=CC1)C1(CCCC2=CC=CC=C12)O (1-(3-bromophenyl)-1,2,3,4-tetrahydronaphthalen-1-ol). RXN SMILES: Br[C:2]1[CH:7]=[CH:6][CH:5]=[C:4]([Br:8])[CH:3]=1.[Mg].[C:10]1(=[O:20])[C:19]2[C:14](=[CH:15][CH:16]=[CH:17][CH:18]=2)[CH2:13][CH2:12][CH2:11]1>C(OCC)C>[Br:8][C:4]1[CH:3]=[C:2]([C:10]2([OH:20])[C:19]3[C:14](=[CH:15][CH:16]=[CH:17][CH:18]=3)[CH2:13][CH2:12][CH2:11]2)[CH:7]=[CH:6][CH:5]=1. Procedure: To a solution of 1 g (4.2 mmol) 1,3-dibromobenzene in 10 mL diethyl ether was added 0.096 g (4 mmol) magnesium metal turnings. This mixture was stirred until all of the magnesium was consumed, at which time 0.29 g (2 mmol) 1-tetralone was added dropwise in 2 mL diethyl ether. The reaction was then heated to reflux for 30 min, after which the cooled reaction was quenched with a 10% HCl solution and extracted three times with ethyl acetate. The combined organic layers were washed with water, brine... The reactants are C[Si](C)(C)c1cccc2cc(C(=O)O)n(Cc3cccc(F)c3)c12, CCN=C=NCCCN(C)C, CN(C)C=O, Cl, Nc1ccc(N2CC(O)C2)nc1, On1nnc2ccccc21. Yields the product C[Si](C)(C)c1cccc2cc(C(=O)Nc3ccc(N4CC(O)C4)nc3)n(Cc3cccc(F)c3)c12. Reaction SMILES: [CH3:1][Si:2]([c:3]1[cH:4][cH:5][cH:6][c:7]2[cH:8][c:9]([C:20](=[O:21])[OH:22])[n:10]([CH2:12][c:13]3[cH:14][c:15]([F:19])[cH:16][cH:17][cH:18]3)[c:11]12)([CH3:23])[CH3:24].[CH3:38][N:39]([CH3:40])[CH2:41][CH2:42][CH2:43][N:44]=[C:45]=[N:46][CH2:47][CH3:48].[CH3:59][N:60]([CH3:61])[CH:62]=[O:63].[ClH:37].[NH2:25][c:26]1[cH:27][n:28][c:29]([N:32]2[CH2:33][CH:34]([OH:36])[CH2:35]2)[cH:30][cH:31]1.[OH:49][n:50]1[c:51]2[cH:52][cH:53][cH:54][cH:55][c:56]2[n:57][n:58]1>>[CH3:1][Si:2]([c:3]1[cH:4][cH:5][cH:6][c:7]2[cH:8][c:9]([C:20](=[O:21])[NH:25][c:26]3[cH:27][n:28][c:29]([N:32]4[CH2:33][CH:34]([OH:36])[CH2:35]4)[cH:30][cH:31]3)[n:10]([CH2:12][c:13]3[cH:14][c:15]([F:19])[cH:16][cH:17][cH:18]3)[c:11]12)([CH3:23])[CH3:24].